Dataset: the Open Reaction Database (ORD), a public repository of structured organic reaction records. Task: describe an organic reaction: reactants, conditions, products, and yield Starting materials: C(C)(C)(C)OC(=O)N1CCN(CC1)CCN[C@]12[C@@H]([C@H]3CC[C@@H]4[C@]5(CC=C(C([C@@H]5CC[C@]4([C@@]3(CC1)C)C)(C)C)C1=CC=C(C(=O)O)C=C1)C)[C@@H](CC2)C(=C)C (4-((1R,3aS,5aR,5bR,7aR,11aS,11bR,13aR,13bR)-3a-((2-(4-(tert-butoxycarbonyl)piperazin-1-yl)ethyl)amino)-5a,5b,8,8,11a-pentamethyl-1-(prop-1-en-2-yl)-2,3,3a,4,5,5a,5b,6,7,7a,8,11,11a,11b,12,13,13a,13b-octadecahydro-1H-cyclopenta[a]chrysen-9-yl)benzoic acid), C(C)S(=O)(=O)N1CCNCC1 (1-(ethylsulfonyl)piperazine). Product: C(C)S(=O)(=O)N1CCN(CC1)CCN[C@]12[C@@H]([C@H]3CC[C@@H]4[C@]5(CC=C(C([C@@H]5CC[C@]4([C@@]3(CC1)C)C)(C)C)C1=CC=C(C(=O)O)C=C1)C)[C@@H](CC2)C(=C)C (4-((1R,3aS,5aR,5bR,7aR,11aS,11bR,13aR,13bR)-3a-((2-(4-(ethylsulfonyl)piperazin-1-yl)ethyl)amino)-5a,5b,8,8,11a-pentamethyl-1-(prop-1-en-2-yl)-2,3,3a,4,5,5a,5b,6,7,7a,8,11,11a,11b,12,13,13a,13b-octadecahydro-1H-cyclopenta[a]chrysen-9-yl)benzoic acid), solid. Isolated yield 53.0%. As a reaction SMILES: C(OC(N1CCN([CH2:14][CH2:15][NH:16][C@:17]23[CH2:51][CH2:50][C@@H:49]([C:52]([CH3:54])=[CH2:53])[C@@H:18]2[C@@H:19]2[C@@:32]([CH3:35])([CH2:33][CH2:34]3)[C@@:31]3([CH3:36])[C@@H:22]([C@:23]4([CH3:48])[C@@H:28]([CH2:29][CH2:30]3)[C:27]([CH3:38])([CH3:37])[C:26]([C:39]3[CH:47]=[CH:46][C:42]([C:43]([OH:45])=[O:44])=[CH:41][CH:40]=3)=[CH:25][CH2:24]4)[CH2:21][CH2:20]2)CC1)=O)(C)(C)C.[CH2:55]([S:57]([N:60]1[CH2:65][CH2:64][NH:63][CH2:62][CH2:61]1)(=[O:59])=[O:58])[CH3:56]>>[CH2:55]([S:57]([N:60]1[CH2:61][CH2:62][N:63]([CH2:14][CH2:15][NH:16][C@:17]23[CH2:51][CH2:50][C@@H:49]([C:52]([CH3:54])=[CH2:53])[C@@H:18]2[C@@H:19]2[C@@:32]([CH3:35])([CH2:33][CH2:34]3)[C@@:31]3([CH3:36])[C@@H:22]([C@:23]4([CH3:48])[C@@H:28]([CH2:29][CH2:30]3)[C:27]([CH3:37])([CH3:38])[C:26]([C:39]3[CH:47]=[CH:46][C:42]([C:43]([OH:45])=[O:44])=[CH:41][CH:40]=3)=[CH:25][CH2:24]4)[CH2:21][CH2:20]2)[CH2:64][CH2:65]1)(=[O:59])=[O:58])[CH3:56]. Procedure details: The title compound was prepared following the method described in above for the synthesis of 4-((1R,3aS,5aR,5bR,7aR,11aS,11bR,13aR,13bR)-3a-((2-(4-(tert-butoxycarbonyl)piperazin-1-yl)ethyl)amino)-5a,5b,8,8,11a-pentamethyl-1-(prop-1-en-2-yl)-2,3,3a,4,5,5a,5b,6,7,7a,8,11,11a,11b,12,13,13a,13b-octadecahydro-1H-cyclopenta[a]chrysen-9-yl)benzoic acid using 1-(ethylsulfonyl)piperazine as the alkylating reagent in Step 3. The product was isolated as a white solid (11 mg, 53%). LCMS: m/e 734.56 (M+H)+, ... Reactants: Cl (hydrochloric acid), C(=O)(O)CCN1C(=CC2=C(C=CC=C12)C)C(=O)OCC (ethyl 1-(2-carboxyethyl)- 4-methyl-1H-indole-2-carboxylate), S(=O)(Cl)Cl (thionyl chloride), [Cl-].[Al+3].[Cl-].[Cl-] (aluminum chloride). The solvent is O (water), C(Cl)(Cl)Cl (chloroform). Yields the product CC1=CC=C2C(CCN3C2=C1C=C3C(=O)OCC)=O (ethyl 5,6-dihydro-9-methyl-6-oxo-4H-pyrrolo-[3,2,1-ij]quinoline-2-carboxylate). The yield is 56.7%. As a reaction SMILES: [C:1]([CH2:4][CH2:5][N:6]1[C:14]2[C:9](=[C:10]([CH3:15])[CH:11]=[CH:12][CH:13]=2)[CH:8]=[C:7]1[C:16]([O:18][CH2:19][CH3:20])=[O:17])([OH:3])=O.S(Cl)(Cl)=O.[Cl-].[Al+3].[Cl-].[Cl-].Cl>O.C(Cl)(Cl)Cl>[CH3:15][C:10]1[C:9]2[CH:8]=[C:7]([C:16]([O:18][CH2:19][CH3:20])=[O:17])[N:6]3[C:14]=2[C:13]([C:1](=[O:3])[CH2:4][CH2:5]3)=[CH:12][CH:11]=1 |f:2.3.4.5|. Procedure details: A mixture of ethyl 1-(2-carboxyethyl)- 4-methyl-1H-indole-2-carboxylate (1.00 g, 3.63 mmol), thionyl chloride (1.35 g, 11.4 mmol) and chloroform (16 ml) was heated under reflux for 5 hours. The reaction mixture was concentrated under reduced pressure and dichloromethane (80 ml) was added to the residue, followed by stirring at room temperature. Subsequently, aluminum chloride (2.02 g, 15.1 mmol) was added and the resulting mixture was stirred at room temperature for 1.5 hours and then heated und... Reactants: C(C)(=O)O[C@H]1[C@@H]([C@@H](O[C@@H]1COC(C1=CC=CC=C1)=O)N1C(=O)NC(=O)C(C)=C1)F (1-(3-O-Acetyl-5-O-benzoyl-2-deoxy-2-fluoro-β-D-arabinofuranosyl)thymine). The solvent is N (ammonia). Run at time 16 hour. Product: F[C@@H]1[C@@H](O[C@@H]([C@H]1O)CO)N1C(=O)NC(=O)C(C)=C1 (1-(2-deoxy-2-fluoro-β-D-arabinofuranosyl)thymine). Yield: 83.3%. RXN SMILES: C([O:4][C@@H:5]1[C@@H:9]([CH2:10][O:11]C(=O)C2C=CC=CC=2)[O:8][C@@H:7]([N:20]2[CH:28]=[C:26]([CH3:27])[C:24](=[O:25])[NH:23][C:21]2=[O:22])[C@H:6]1[F:29])(=O)C>N>[F:29][C@H:6]1[C@H:5]([OH:4])[C@@H:9]([CH2:10][OH:11])[O:8][C@H:7]1[N:20]1[CH:28]=[C:26]([CH3:27])[C:24](=[O:25])[NH:23][C:21]1=[O:22]. Procedure details: 1-(3-O-Acetyl-5-O-benzoyl-2-deoxy-2-fluoro-β-D-arabinofuranosyl)thymine (150 mg) is dissolved in saturated methanolic ammonia (15 ml), and the mixture left standing for 16 hours. The solvent is removed by evaporation in vacuo, and the residue crystallized from water to give 80 mg of 1-(2-deoxy-2-fluoro-β-D-arabinofuranosyl)thymine, m.p. 185°-185.5°. Reactants: CC(C)(C)OC(=O)N1CC1, COC(=O)c1ccc(C=O)cc1, CC(C)O, c1ccc(P(c2ccccc2)c2ccccc2)cc1. Product: COC(=O)c1ccc(C=CCNC(=O)OC(C)(C)C)cc1. As a reaction SMILES: [C:13]([CH3:14])([CH3:15])([CH3:16])[O:17][C:18](=[O:19])[N:20]1[CH2:21][CH2:22]1.[CH:1](=[O:2])[c:3]1[cH:4][cH:5][c:6]([C:7](=[O:8])[O:9][CH3:10])[cH:11][cH:12]1.[CH:42]([OH:43])([CH3:44])[CH3:45].[c:23]1([P:24]([c:25]2[cH:26][cH:27][cH:28][cH:29][cH:30]2)[c:31]2[cH:32][cH:33][cH:34][cH:35][cH:36]2)[cH:37][cH:38][cH:39][cH:40][cH:41]1>>[CH:1]([c:3]1[cH:4][cH:5][c:6]([C:7](=[O:8])[O:9][CH3:10])[cH:11][cH:12]1)=[CH:22][CH2:21][NH:20][C:18]([O:17][C:13]([CH3:14])([CH3:15])[CH3:16])=[O:19]. Reactants: COC1=CC=C(C=C1)C1C(=C(C2=CC=CC=C12)C1=CC=CC=C1)C(=O)OCC (ethyl (RS)-I-(4methoxyphenyl)-3-phenylindene-2-carboxylate), COC1=CC=C(C=C1)C1C(C(C2=CC=CC=C12)C1=CC=CC=C1)C(=O)OCC (Ethyl (1RS,2SR,3SR)-1-(4Methoxyphenyl)-3-phenylindane-2-carboxylate). The reagents and catalysts are [Pd] (palladium on activated carbon). The solvent is CCOC(=O)C (EtOAc). Reaction conditions: time 1 day. Product: COC1=CC=C(C=C1)C1C(C(C2=CC=CC=C12)C1=CC=CC=C1)C(=O)O ((1RS,2RS,3SR)-1-(4-Methoxypbenyl)-3-phenylindane-2-carboxylic acid). Reaction SMILES: [CH3:1][O:2][C:3]1[CH:8]=[CH:7][C:6]([CH:9]2[C:17]3[C:12](=[CH:13][CH:14]=[CH:15][CH:16]=3)[CH:11]([C:18]3[CH:23]=[CH:22][CH:21]=[CH:20][CH:19]=3)[CH:10]2[C:24]([O:26]CC)=[O:25])=[CH:5][CH:4]=1.COC1C=CC(C2C3C(=CC=CC=3)C(C3C=CC=CC=3)=C2C(OCC)=O)=CC=1>CCOC(C)=O.[Pd]>[CH3:1][O:2][C:3]1[CH:8]=[CH:7][C:6]([CH:9]2[C:17]3[C:12](=[CH:13][CH:14]=[CH:15][CH:16]=3)[CH:11]([C:18]3[CH:19]=[CH:20][CH:21]=[CH:22][CH:23]=3)[CH:10]2[C:24]([OH:26])=[O:25])=[CH:5][CH:4]=1. Procedure details: Ethyl (1RS,2SR,3SR)-1-(4Methoxyphenyl)-3-phenylindane-2-carboxylate. To a solution of ethyl (RS)-I-(4methoxyphenyl)-3-phenylindene-2-carboxylate (5.75 g, 15 mmol) in EtOAc (150 ml) was added 5% palladium on activated carbon (600 mg). The resulting suspension was stirred under an atmosphere of H2 for 1 d, then was filtered through a pad of Celite. The filtrate was concentrated under reduced pressure to afford the title compound, which was used without further purification. Starting materials: CN(C)C=O, ClCc1ccc(-c2ccc(Cl)cc2)nc1, [H-], [Na+], O, Oc1ccc(CCCCn2ccnn2)cc1. Product: Clc1ccc(-c2ccc(COc3ccc(CCCCn4ccnn4)cc3)cn2)cc1. RXN SMILES: [CH3:35][N:36]([CH3:37])[CH:38]=[O:39].[Cl:19][CH2:20][c:21]1[cH:22][cH:23][c:24](-[c:27]2[cH:28][cH:29][c:30]([Cl:33])[cH:31][cH:32]2)[n:25][cH:26]1.[H-:17].[Na+:18].[OH2:34].[n:1]1([CH2:6][CH2:7][CH2:8][CH2:9][c:10]2[cH:11][cH:12][c:13]([OH:16])[cH:14][cH:15]2)[n:2][n:3][cH:4][cH:5]1>>[n:1]1([CH2:6][CH2:7][CH2:8][CH2:9][c:10]2[cH:11][cH:12][c:13]([O:16][CH2:20][c:21]3[cH:22][cH:23][c:24](-[c:27]4[cH:28][cH:29][c:30]([Cl:33])[cH:31][cH:32]4)[n:25][cH:26]3)[cH:14][cH:15]2)[n:2][n:3][cH:4][cH:5]1.